From a dataset of the Open Reaction Database (ORD), a public repository of structured organic reaction records. describe an organic reaction: reactants, conditions, products, and yield The reactants are CCC1(O)CCNC1C(C)C, COc1cc(F)ccc1C#N, [Li+], [Li+], O=C([O-])[O-]. Yields the product CCC1(O)CCN(c2ccc(C#N)c(OC)c2)C1C(C)C. Reaction SMILES: [CH2:1]([CH3:2])[C:3]1([OH:11])[CH:4]([CH:8]([CH3:9])[CH3:10])[NH:5][CH2:6][CH2:7]1.[F:12][c:13]1[cH:14][c:15]([O:21][CH3:22])[c:16]([C:17]#[N:18])[cH:19][cH:20]1.[Li+:23].[Li+:24].[O-:25][C:26](=[O:27])[O-:28]>>[CH2:1]([CH3:2])[C:3]1([OH:11])[CH:4]([CH:8]([CH3:9])[CH3:10])[N:5]([c:13]2[cH:14][c:15]([O:21][CH3:22])[c:16]([C:17]#[N:18])[cH:19][cH:20]2)[CH2:6][CH2:7]1. As a reaction SMILES: [B-:25]([F:26])([F:27])([F:28])[F:29].[CH2:1]([CH3:2])[N:3]([c:4]1[cH:5][c:6]([C:7](=[O:8])[OH:9])[cH:10][c:11]([CH3:13])[n:12]1)[CH2:14][CH3:15].[CH2:47]([c:48]1[cH:49][cH:50][cH:51][cH:52][cH:53]1)[O:54][c:55]1[c:56]([CH2:66][CH3:67])[cH:57][c:58]([C:59](=[O:60])[NH:61][NH2:62])[cH:63][c:64]1[CH3:65].[CH:16]([N:17]([CH2:18][CH3:19])[CH:20]([CH3:21])[CH3:22])([CH3:23])[CH3:24].[Cl:68][CH2:69][Cl:70].[O:71]=[CH:72][N:73]([CH3:74])[CH3:75].[n:30]1([O:31][C:32]([N:33]([CH3:34])[CH3:35])=[N+:36]([CH3:37])[CH3:38])[c:39]2[cH:40][cH:41][cH:42][cH:43][c:44]2[n:45][n:46]1>>[CH2:1]([CH3:2])[N:3]([c:4]1[cH:5][c:6]([C:7](=[O:9])[NH:62][NH:61][C:59]([c:58]2[cH:57][c:56]([CH2:66][CH3:67])[c:55]([O:54][CH2:47][c:48]3[cH:49][cH:50][cH:51][cH:52][cH:53]3)[c:64]([CH3:65])[cH:63]2)=[O:60])[cH:10][c:11]([CH3:13])[n:12]1)[CH2:14][CH3:15]. Yields the product CCc1cc(C(=O)NNC(=O)c2cc(C)nc(N(CC)CC)c2)cc(C)c1OCc1ccccc1. The reactants are F[B-](F)(F)F, CCN(CC)c1cc(C(=O)O)cc(C)n1, CCc1cc(C(=O)NN)cc(C)c1OCc1ccccc1, CCN(C(C)C)C(C)C, ClCCl, CN(C)C=O, CN(C)C(On1nnc2ccccc21)=[N+](C)C.